Task: describe an organic reaction: reactants, conditions, products, and yield. Dataset: the Open Reaction Database (ORD), a public repository of structured organic reaction records Starting materials: O=C1NC2=C(C=CC=C2C1)OC1=CC2=CC=CC=C2C=C1 (2-oxo-7-(β-naphthoxy)indoline), [OH-].[Na+] (sodium hydroxide). Run in O1CCOCC1 (dioxane), O (water). Conditions: time 72 hour. The product is NC1=C(C=CC=C1OC1=CC2=CC=CC=C2C=C1)CC(=O)O (2-[2-amino-3-(β-naphthoxy)phenyl]acetic acid). Isolated yield 54.4%. As a reaction SMILES: [O:1]=[C:2]1[CH2:10][C:9]2[C:4](=[C:5]([O:11][C:12]3[CH:21]=[CH:20][C:19]4[C:14](=[CH:15][CH:16]=[CH:17][CH:18]=4)[CH:13]=3)[CH:6]=[CH:7][CH:8]=2)[NH:3]1.[OH-:22].[Na+]>O1CCOCC1.O>[NH2:3][C:4]1[C:5]([O:11][C:12]2[CH:21]=[CH:20][C:19]3[C:14](=[CH:15][CH:16]=[CH:17][CH:18]=3)[CH:13]=2)=[CH:6][CH:7]=[CH:8][C:9]=1[CH2:10][C:2]([OH:22])=[O:1] |f:1.2|. Reported procedure: A mixture of 2-oxo-7-(β-naphthoxy)indoline (5 g) and sodium hydroxide (1.6 g) in dioxane (40 ml) and water (80 ml) was refluxed with stirring for 72 hrs. After cooling, the reaction mixture was filtered, and the filtrate was evaporated in vacuo. The residue was dissolved in hot ethanol and filtered. The filtrate was evaporated in vacuo, and ethyl acetate was added to the residue. The resultant ethyl acetate solution was heated. The precipitating crystals were collected by filtration and recrysta... Reactants: C1(=CC(=CC=C1)NC(=O)N)C (N-(m-tolyl) urea), COC=1C=C(C=O)C=CC1 (m-methoxy benzaldehyde), C1(=CC=CC=C1)C (toluene), CS(=O)(=O)O (methanesulphonic acid). As a reaction SMILES: [C:1]1([CH3:11])[CH:6]=[CH:5][CH:4]=[C:3]([NH:7][C:8]([NH2:10])=[O:9])[CH:2]=1.[CH3:12][O:13][C:14]1[CH:15]=[C:16]([CH:19]=[CH:20][CH:21]=1)[CH:17]=O.[C:22]1(C)[CH:27]=CC=C[CH:23]=1.CS(O)(=O)=O>C1C=CC=CC=1>[CH:22]([N:7]1[C:3]2[C:4](=[CH:5][CH:6]=[C:1]([CH3:11])[CH:2]=2)[CH:17]([C:16]2[CH:19]=[CH:20][CH:21]=[C:14]([O:13][CH3:12])[CH:15]=2)[NH:10][C:8]1=[O:9])([CH3:27])[CH3:23]. Product: C(C)(C)N1C(NC(C2=CC=C(C=C12)C)C1=CC(=CC=C1)OC)=O (3,4-dihydro-1-isopropyl-4-(3-methoxyphenyl)-7-methyl-2(1H)-quinazolinone). Reaction conditions: temperature 110 celsius. Procedure: To a vessel equipped with agitation means, thermometer and a reflux condenser is added 6.40 g of N-isopropyl, N-(m-tolyl) urea, 22.21 g of m-methoxy benzaldehyde, and 255 ml of toluene. The temperature of the mixture is slowly raised (about 25 min.) to 110° C to start refluxing. After refluxing for 5 min. the temperature is lowered to 100° C and 0.12 g (0.082 ml) of methanesulphonic acid is added. The temperature is again increased to 110° C and refluxing maintained for 3 hours. The reaction mix... The solvent is C1=CC=CC=C1 (benzene). Reactants: C=O (formaldehyde), C1(=CC=CC=C1)O (phenol), NC1=CC=CC=C1 (aniline), C=O (Formaldehyde). Run in O (water). Run at temperature 90 celsius, time 1 hour. Yields the product C=O.C1(=CC=CC=C1)O.NC1=CC=CC=C1 (Phenol-Formaldehyde Aniline). RXN SMILES: [C:1]1([OH:7])[CH:6]=[CH:5][CH:4]=[CH:3][CH:2]=1.[NH2:8][C:9]1[CH:14]=[CH:13][CH:12]=[CH:11][CH:10]=1.C=O>O>[CH2:1]=[O:7].[C:1]1([OH:7])[CH:6]=[CH:5][CH:4]=[CH:3][CH:2]=1.[NH2:8][C:9]1[CH:14]=[CH:13][CH:12]=[CH:11][CH:10]=1 |f:4.5.6|. Procedure: A reactor is charged with a 50:50 wt. percent mixture of phenol and aniline at 50° C. and 15 psig nitrogen. The reactor is heated to 90° C. Formaldehyde is fed into the reactor in an amount of about 10 wt. percent of the phenolaldehyde mixture, while the reactor temperature is maintained at 90° C. After the formaldehyde has been fed into the reactor, the pressure is reduced to zero psig and the mixture is heated to 180° C. and held at that temperature for one hour, during which time a distillate... Starting materials: C1=CC(=CC=C1[N+](=O)[O-])O (p-nitrophenol), CN(C)C1=NC=CC=C1 (dimethylaminopyridine), Cl.CN(CCCN=C=NCC)C (1-(3-dimethylaminopropyl)-3-ethyl carbodimide hydrochloride), COC1=CC=C(C2=C1N=C(S2)C(F)(F)F)C(=O)O (4-methoxy-2-trifluoromethylbenzothiazole-7-carboxylic acid). The solvent is ClCCl (dichloromethane). Conditions: time 12 hour. The product is [N+](=O)([O-])C1=CC=C(C=C1)OC(=O)C1=CC=C(C=2N=C(SC21)C(F)(F)F)OC (Methoxy-2-trifluoromethylbenzothiazole-7-carboxylic acid 4-nitrophenyl ester). Yield: 74.6%. As a reaction SMILES: [CH3:1][O:2][C:3]1[C:8]2[N:9]=[C:10]([C:12]([F:15])([F:14])[F:13])[S:11][C:7]=2[C:6]([C:16]([OH:18])=[O:17])=[CH:5][CH:4]=1.[CH:19]1[C:24]([N+:25]([O-:27])=[O:26])=[CH:23][CH:22]=[C:21](O)[CH:20]=1.CN(C1C=CC=CN=1)C.Cl.CN(C)CCCN=C=NCC>ClCCl>[N+:25]([C:24]1[CH:19]=[CH:20][C:21]([O:17][C:16]([C:6]2[C:7]3[S:11][C:10]([C:12]([F:13])([F:14])[F:15])=[N:9][C:8]=3[C:3]([O:2][CH3:1])=[CH:4][CH:5]=2)=[O:18])=[CH:22][CH:23]=1)([O-:27])=[O:26] |f:3.4|. Reported procedure: A suspension of 4-methoxy-2-trifluoromethylbenzothiazole-7-carboxylic acid (140 mg) in dichloromethane (10ml) was treated with p-nitrophenol (72 mg), dimethylaminopyridine (catalytic) and 1-(3-dimethylaminopropyl)-3-ethyl carbodimide hydrochloride (150 mg). The mixture was stirred at room temperature for 12 hours and the reaction washed with water (10 ml). The organic layer was separated, dried over magnesium sulphate (5 g) and evaporated in vacuo. Purification by flash chromatography (eluent 50...